describe an organic reaction: reactants, conditions, products, and yield From a dataset of the Open Reaction Database (ORD), a public repository of structured organic reaction records. Reactants: CS(=O)(=O)OCC(CO)(C)NCC=1C=C2C=3C=CC=CC3C=CC2=C2C=CC=CC12 (2-((6-Chrysenylmethyl)amino)-2-methyl-1,3-propanediol methanesulfonate), C(C)C1=CC2=C3C=CC=CC3=C(C=C2C=2C=CC=CC12)C=O (12-Ethyl-6-chrysenecarbaldehyde), NC(CO)(CO)C (2-amino-2-methyl-1,3-propanediol). Yields the product CS(=O)(=O)OCC(CO)(C)NCC=1C=C2C=3C=CC=CC3C(=CC2=C2C=CC=CC12)CC (2-(((12-ethyl-6-chrysenyl)methyl)amino)-2-methyl-1,3-propanediol methanesulfonate). Reaction SMILES: [CH3:1][S:2]([O:5][CH2:6][C:7]([NH:11][CH2:12][C:13]1[CH:14]=[C:15]2[C:24](=[C:25]3[C:30]=1[CH:29]=[CH:28][CH:27]=[CH:26]3)[CH:23]=[CH:22][C:21]1[CH:20]=[CH:19][CH:18]=[CH:17][C:16]2=1)([CH3:10])[CH2:8][OH:9])(=[O:4])=[O:3].[CH2:31](C1C2C=CC=CC=2C2C(=C3C(=C(C=O)C=2)C=CC=C3)C=1)[CH3:32].NC(C)(CO)CO>>[CH3:1][S:2]([O:5][CH2:6][C:7]([NH:11][CH2:12][C:13]1[CH:14]=[C:15]2[C:24](=[C:25]3[C:30]=1[CH:29]=[CH:28][CH:27]=[CH:26]3)[CH:23]=[C:22]([CH2:31][CH3:32])[C:21]1[CH:20]=[CH:19][CH:18]=[CH:17][C:16]2=1)([CH3:10])[CH2:8][OH:9])(=[O:4])=[O:3]. Procedure details: Using the reductive amination procedure outlined in 1C, 12-ethyl-6-chrysenecarbaldehyde (15A) and 2-amino-2-methyl-1,3-propanediol (Aldrich) gave 2-(((12-ethyl-6-chrysenyl)methyl)amino)-2-methyl-1,3-propanediol methanesulfonate mp 189°-192° (dec), (EtOH/Et2O), (C, H, N, S). The reactants are C1(=CC=CC=C1)C1=C(OC=2N=CN=C(C21)NC[C@H]2OCCC2)C2=CC=C(C=C2)O (4-{5-Phenyl-4-[(S)-(tetrahydro-furan-2-ylmethyl)-amino]-furo[2,3-d]pyrimidin-6-yl}-phenol), C(=O)([O-])[O-].[Cs+].[Cs+] (Cs2CO3), Cl.CN(C)CCCl (N,N-dimethylaminoethyl chloride hydrochloride). The solvent is CN(C)C=O (DMF). Run at temperature 80 celsius. Yields the product CN(CCOC1=CC=C(C=C1)C1=C(C2=C(N=CN=C2NC[C@H]2OCCC2)O1)C1=CC=CC=C1)C ({6-[4-(2-Dimethylamino-ethoxy)-phenyl]-5-phenyl-furo[2,3-d]pyrimidin-4-yl}-(tetrahydro-furan-2-(S)-yl-methyl)-amine). Yield: 28.0%. Reaction SMILES: [C:1]1([C:7]2[C:15]3[C:14]([NH:16][CH2:17][C@@H:18]4[CH2:22][CH2:21][CH2:20][O:19]4)=[N:13][CH:12]=[N:11][C:10]=3[O:9][C:8]=2[C:23]2[CH:28]=[CH:27][C:26]([OH:29])=[CH:25][CH:24]=2)[CH:6]=[CH:5][CH:4]=[CH:3][CH:2]=1.C([O-])([O-])=O.[Cs+].[Cs+].Cl.[CH3:37][N:38]([CH2:40][CH2:41]Cl)[CH3:39]>CN(C=O)C>[CH3:37][N:38]([CH3:39])[CH2:40][CH2:41][O:29][C:26]1[CH:25]=[CH:24][C:23]([C:8]2[O:9][C:10]3[N:11]=[CH:12][N:13]=[C:14]([NH:16][CH2:17][C@@H:18]4[CH2:22][CH2:21][CH2:20][O:19]4)[C:15]=3[C:7]=2[C:1]2[CH:2]=[CH:3][CH:4]=[CH:5][CH:6]=2)=[CH:28][CH:27]=1 |f:1.2.3,4.5|. Procedure: A mixture of 80 (80 mg, 0.21 mmol), Cs2CO3 (0.12 g, 0.36 mmol) and N,N-dimethylaminoethyl chloride hydrochloride (59.4 mg, 0.41 mmol) in DMF (2 mL) was heated to 80° C. overnight. The reaction mixture was concentrated, and the residue was purified by silica gel chromatography, to give 81 (27 mg, >95% e.e.). MS: 459.3 (M+1). 1HNMR (DMSO-d6) ppm 8.32 (s, 1H), 7.61-7.52 (m, 5H), 7.36 (d, 2H, J=9.00 Hz), 6.93 (d, 2H, J=9.00 Hz), 5.06 (t, 1H, J=5.50 Hz), 4.05 (t, 2H, J=6.00 Hz), 3.87-3.85 (m, 1H), 3.... Starting materials: C(C)(C)(C)C1C(CCCC1)=O (2-tert. butyl-cyclohexanone), C(C)(=O)[O-].[Na+] (sodium acetate), C(C)(=O)OO (peracetic acid). Run in C(Cl)Cl (methylene chloride). Run at time 20 hour. The product is lactone, OC(CCCCC(=O)O)C(C)(C)C (6-hydroxy-7,7-dimethylcaprylic acid). As a reaction SMILES: [C:1]([CH:5]1[CH2:10][CH2:9][CH2:8][CH2:7][C:6]1=[O:11])(C)(C)C.[C:12]([O-:15])(=[O:14])[CH3:13].[Na+].[C:17](OO)(=O)C>C(Cl)Cl>[OH:11][CH:6]([C:5]([CH3:1])([CH3:10])[CH3:17])[CH2:7][CH2:8][CH2:9][CH2:13][C:12]([OH:15])=[O:14] |f:1.2|. Reported procedure: The a 3-liter round-bottomed flask provided with a stirrer , thermometer, condenser and dropping funnel, there are added 353 g (2.3 mol) of 2-tert. butyl-cyclohexanone 14 g of anhydrous sodium acetate and 1.17 liters of methylene chloride. 370 g of ca. 40% peracetic acid are added at room temperature while cooling. The mixture is held first at room temperature for 20 hours with stirring and then for a further 48 hours under reflux temperature. After cooling, the mixture is poured on to ice, the ... Reactants: COC1=CC=C(CN)C=C1 (p-Methoxybenzylamine), FC1=CC(=C(C=C1C(C)C)C=1C(=CC(=CC1)C(F)(F)F)C=O)OC (4′-fluoro-5′-isopropyl-2′-methoxy-4-(trifluoromethyl)biphenyl-2-carbaldehyde), FC1=CC(=C(C=C1C(C)C)C=1C(=CC(=CC1)C(F)(F)F)C=O)OC (4′-fluoro-5′-isopropyl-2′-methoxy-4-(trifluoromethyl)biphenyl-2-carbaldehyde), [Si](C)(C)(C)C#N (TMSCN). Reagents/catalysts: [Zn+2].[I-].[I-] (ZnI2). Run in CO (MeOH), C(Cl)Cl (CH2Cl2). The product is FC1=CC(=C(C=C1C(C)C)C1=C(C=C(C=C1)C(F)(F)F)C(C#N)NCC1=CC=C(C=C1)OC)OC ([4′-fluoro-5′-isopropyl-2′-methoxy-4-(trifluoromethyl)biphenyl-2-yl][(4-methoxybenzyl)amino]acetonitrile). Reaction SMILES: [F:1][C:2]1[C:7]([CH:8]([CH3:10])[CH3:9])=[CH:6][C:5]([C:11]2[C:12]([CH:21]=O)=[CH:13][C:14]([C:17]([F:20])([F:19])[F:18])=[CH:15][CH:16]=2)=[C:4]([O:23][CH3:24])[CH:3]=1.[Si]([C:29]#[N:30])(C)(C)C.[CH3:31][O:32][C:33]1[CH:40]=[CH:39][C:36]([CH2:37][NH2:38])=[CH:35][CH:34]=1>C(Cl)Cl.CO.[Zn+2].[I-].[I-]>[F:1][C:2]1[C:7]([CH:8]([CH3:9])[CH3:10])=[CH:6][C:5]([C:11]2[CH:16]=[CH:15][C:14]([C:17]([F:19])([F:20])[F:18])=[CH:13][C:12]=2[CH:21]([NH:38][CH2:37][C:36]2[CH:39]=[CH:40][C:33]([O:32][CH3:31])=[CH:34][CH:35]=2)[C:29]#[N:30])=[C:4]([O:23][CH3:24])[CH:3]=1 |f:5.6.7|. Reported procedure: To a solution of 203 mg of 4′-fluoro-5′-isopropyl-2′-methoxy-4-(trifluoromethyl)biphenyl-2-carbaldehyde (INTERMEDIATE 31) in 2 mL of CH2Cl2 was added 100 μL of TMSCN, and then 1 mg of ZnI2. The mixture was stirred for 30 min at r.t. p-Methoxybenzylamine (157 μL) in 2 mL of MeOH was added and the mixture was heated to reflux for 1.5 h. The reaction mixture was cooled and concentrated. The residue was purified by flash chromatography on a Biotage Horizon, 25M column, eluting with 1 CV of 2% EtOAc ... Reactants: N1(CCNCCC1)C1=NC=CC=C1CNC1=NN=CN1C1=C(C(=CC=C1)Cl)Cl (N-{[2-(1,4-diazepan-1-yl)pyridin-3-yl]methyl}-4-(2,3-dichlorophenyl)-4H-1,2,4-triazol-3-amine), C([O-])([O-])=O.[K+].[K+] (potassium carbonate), BrCC(=O)N (bromoacetamide). The solvent is CN(C=O)C (dimethylformamide). Conditions: time 16 hour. Yields the product ClC1=C(C=CC=C1Cl)N1C(=NN=C1)NCC=1C(=NC=CC1)N1CCN(CCC1)CC(=O)N (2-[4-(3-{[4-(2,3-Dichloro-phenyl)-4H-[1,2,4]triazol-3-ylamino]-methyl}-pyridin-2-yl)-[1,4]diazepan-1-yl]-acetamide). Isolated yield 38.4%. Reaction SMILES: [N:1]1([C:8]2[C:13]([CH2:14][NH:15][C:16]3[N:20]([C:21]4[CH:26]=[CH:25][CH:24]=[C:23]([Cl:27])[C:22]=4[Cl:28])[CH:19]=[N:18][N:17]=3)=[CH:12][CH:11]=[CH:10][N:9]=2)[CH2:7][CH2:6][CH2:5][NH:4][CH2:3][CH2:2]1.C(=O)([O-])[O-].[K+].[K+].Br[CH2:36][C:37]([NH2:39])=[O:38]>CN(C)C=O>[Cl:28][C:22]1[C:23]([Cl:27])=[CH:24][CH:25]=[CH:26][C:21]=1[N:20]1[CH:19]=[N:18][N:17]=[C:16]1[NH:15][CH2:14][C:13]1[C:8]([N:1]2[CH2:7][CH2:6][CH2:5][N:4]([CH2:36][C:37]([NH2:39])=[O:38])[CH2:3][CH2:2]2)=[N:9][CH:10]=[CH:11][CH:12]=1 |f:1.2.3|. Procedure: To a solution of Example 113A (250 mg, 0.597 mmol) in dimethylformamide (7 ml) was added potassium carbonate (165 mg, 1.194 mmol) and bromoacetamide (124 mg, 0.896 mmol). The reaction mixture was stirred at room temperature for 16 hours then poured onto ice water. The aqueous mixture was extracted with dichloromethane. The organic layer was washed with brine, dried over magnesium sulfate, filtered and concentrated. The residue was purified by flash column chromatography using dichloromethane/met...